Task: describe an organic reaction: reactants, conditions, products, and yield. Dataset: the Open Reaction Database (ORD), a public repository of structured organic reaction records The reactants are [Br-], NCCCNc1nsc2ccc(Br)cc12, ClCCl, CCCC[N+](CCCC)(CCCC)CCCC, [Na+], [Na+], O=C([O-])[O-], CC(=O)[O-], CC(=O)[O-], O, OB(O)c1ccccc1, [Pd+2]. Yields the product NCCCNc1nsc2ccc(-c3ccccc3)cc12. RXN SMILES: [Br-:31].[Br:1][c:2]1[cH:3][cH:4][c:5]2[c:6]([c:7]([NH:10][CH2:11][CH2:12][CH2:13][NH2:14])[n:8][s:9]2)[cH:15]1.[CH2:50]([Cl:51])[Cl:52].[CH3:32][CH2:33][CH2:34][CH2:35][N+:36]([CH2:37][CH2:38][CH2:39][CH3:40])([CH2:41][CH2:42][CH2:43][CH3:44])[CH2:45][CH2:46][CH2:47][CH3:48].[Na+:25].[Na+:26].[O-:27][C:28](=[O:29])[O-:30].[O-:54][C:55]([CH3:56])=[O:57].[O-:58][C:59]([CH3:60])=[O:61].[OH2:49].[OH:16][B:17]([OH:18])[c:19]1[cH:20][cH:21][cH:22][cH:23][cH:24]1.[Pd+2:53]>>[c:2]1(-[c:19]2[cH:20][cH:21][cH:22][cH:23][cH:24]2)[cH:3][cH:4][c:5]2[c:6]([c:7]([NH:10][CH2:11][CH2:12][CH2:13][NH2:14])[n:8][s:9]2)[cH:15]1. Reactants: C1(=CC=CC=C1)P(C1=CC=CC=C1)C1=CC=CC=C1 (triphenyl phosphine), FC1=C(C=CC=C1)S(=O)(=O)N1C=CC2=C(C=CC=C12)O (1-(2-fluorobenzenesulfonyl)-4-hydroxy-1H-indole), C(C)(C)(C)OC(N(C)CCO)=O (2-hydroxyethyl methylcarbamic acid tert-butyl ester), CCOC(=O)/N=N/C(=O)OCC (diethylazodicarboxylate). Solvent: C1CCOC1 (THF). Run at temperature 0 celsius, time 72 hour. Product: C(C)(C)(C)OC(N(C)CCOC1=C2C=CN(C2=CC=C1)S(=O)(=O)C1=C(C=CC=C1)F)=O (2-[1-(2-fluorobenzenesulfonyl)-1H-indol-4-yloxy]ethyl methylcarbamic acid tert-butyl ester). As a reaction SMILES: C1(P(C2C=CC=CC=2)C2C=CC=CC=2)C=CC=CC=1.[F:20][C:21]1[CH:26]=[CH:25][CH:24]=[CH:23][C:22]=1[S:27]([N:30]1[C:38]2[C:33](=[C:34]([OH:39])[CH:35]=[CH:36][CH:37]=2)[CH:32]=[CH:31]1)(=[O:29])=[O:28].[C:40]([O:44][C:45](=[O:51])[N:46]([CH2:48][CH2:49]O)[CH3:47])([CH3:43])([CH3:42])[CH3:41].CCOC(/N=N/C(OCC)=O)=O>C1COCC1>[C:40]([O:44][C:45](=[O:51])[N:46]([CH2:48][CH2:49][O:39][C:34]1[CH:35]=[CH:36][CH:37]=[C:38]2[C:33]=1[CH:32]=[CH:31][N:30]2[S:27]([C:22]1[CH:23]=[CH:24][CH:25]=[CH:26][C:21]=1[F:20])(=[O:28])=[O:29])[CH3:47])([CH3:43])([CH3:42])[CH3:41]. Procedure: A 100 mL flask equipped with a magnetic stirrer and a rubber septum was charged with triphenyl phosphine (0.506 g, 0.0019 mol) and 1-(2-fluorobenzenesulfonyl)-4-hydroxy-1H-indole (0.330 g, 0.0012 mol), and purged with N2. The mixture was cooled to 0° C. and freshly distilled THF was added (45 mL). A solution of 2-hydroxyethyl methylcarbamic acid tert-butyl ester (0.317 g, 0.0018 mol) and diethylazodicarboxylate (0.337 g, 0.0019 mol) in 5 mL of THF was added dropwise at 0° C. to give a yellow sol...